This data is from the Open Reaction Database (ORD), a public repository of structured organic reaction records. The task is: describe an organic reaction: reactants, conditions, products, and yield Product: NS(=O)(=O)OCC1OC(n2ccc3c(NC(=O)c4ccccc4)ncnc32)CC1O. Reaction SMILES: [CH2:44]1[O:45][CH2:46][CH2:47][CH2:48]1.[S:1]([NH2:2])([O:3][CH2:4][CH:5]1[O:6][CH:7]([n:18]2[cH:19][cH:20][c:21]3[c:22]2[n:23][cH:24][n:25][c:26]3[NH:27][C:28]([c:29]2[cH:30][cH:31][cH:32][cH:33][cH:34]2)=[O:35])[CH2:8][CH:9]1[O:10][Si:11]([C:12]([CH3:13])([CH3:14])[CH3:15])([CH3:16])[CH3:17])(=[O:36])=[O:37].[cH:38]1[cH:39][cH:40][n:41][cH:42][cH:43]1.[cH:49]1[cH:50][cH:51][n:52][cH:53][cH:54]1>>[S:1]([NH2:2])([O:3][CH2:4][CH:5]1[O:6][CH:7]([n:18]2[cH:19][cH:20][c:21]3[c:22]2[n:23][cH:24][n:25][c:26]3[NH:27][C:28]([c:29]2[cH:30][cH:31][cH:32][cH:33][cH:34]2)=[O:35])[CH2:8][CH:9]1[OH:10])(=[O:36])=[O:37]. Reactants: C1CCOC1, CC(C)(C)[Si](C)(C)OC1CC(n2ccc3c(NC(=O)c4ccccc4)ncnc32)OC1COS(N)(=O)=O, c1ccncc1, c1ccncc1. Run at temperature 0 celsius, time 8 hour. Reported procedure: The hydrochloride salt of 3-[(6-Amino-hexanoyl)-ethoxycarbonylmethyl-amino]-propionic acid ethyl ester AC (4.7 g, 14.8 mmol) is taken up in dichloromethane. The suspension is cooled to 0° C. on ice. To the suspension diisopropylethylamine (3.87 g, 5.2 mL, 30 mmol) is added. To the resulting solution cholesteryl chloroformate (6.675 g, 14.8 mmol) is added. The reaction mixture is stirred overnight. The reaction mixture is diluted with dichloromethane and ished with 10% hydrochloric acid. The prod... RXN SMILES: [CH2:1]([O:3][C:4](=[O:22])[CH2:5][CH2:6][N:7]([C:14](=[O:21])[CH2:15][CH2:16][CH2:17][CH2:18][CH2:19][NH2:20])[CH2:8][C:9]([O:11][CH2:12][CH3:13])=[O:10])[CH3:2].C(N(C(C)C)CC)(C)C.[CH3:32][C@@H:33]([C@@H:40]1[C@@:44]2([CH3:62])[CH2:45][CH2:46][CH:47]3[C@@:52]4([CH3:61])[CH2:53][CH2:54][CH:55]([O:57][C:58](Cl)=[O:59])[CH2:56][C:51]4=[CH:50][CH2:49][CH:48]3[CH:43]2[CH2:42][CH2:41]1)[CH2:34][CH2:35][CH2:36][CH:37]([CH3:39])[CH3:38].Cl>ClCCl>[CH2:1]([O:3][C:4](=[O:22])[CH2:5][CH2:6][N:7]([C:14](=[O:21])[CH2:15][CH2:16][CH2:17][CH2:18][CH2:19][NH:20][C:58]([O:57][CH:55]1[CH2:56][C:51]2[C:52]([CH3:61])([CH:47]3[CH:48]([CH2:49][CH:50]=2)[CH:43]2[C:44]([CH3:62])([CH:40]([CH:33]([CH3:32])[CH2:34][CH2:35][CH2:36][CH:37]([CH3:38])[CH3:39])[CH2:41][CH2:42]2)[CH2:45][CH2:46]3)[CH2:53][CH2:54]1)=[O:59])[CH2:8][C:9]([O:11][CH2:12][CH3:13])=[O:10])[CH3:2]. Product: C(C)OC(CCN(CC(=O)OCC)C(CCCCCNC(=O)OC1CCC2(C3CCC4(C(CCC4C3CC=C2C1)C(CCCC(C)C)C)C)C)=O)=O (3-({6-[17-(1,5-Dimethyl-hexyl)-10,13-dimethyl-2,3,4,7,8,9,10,11,12,13,14,15,16,17-tetradecahydro-1H-cyclopenta[a]phenanthren-3-yloxycarbonylamino]-hexanoyl}ethoxycarbonylmethyl-amino)-propionic acid ethyl ester). Reactants: Cl (hydrochloric acid), hydrochloride salt, C[C@H](CCCC(C)C)[C@H]1CCC2[C@@]1(CCC3C2CC=C4[C@@]3(CCC(C4)OC(=O)Cl)C)C (cholesteryl chloroformate), C(C)OC(CCN(CC(=O)OCC)C(CCCCCN)=O)=O (3-[(6-Amino-hexanoyl)-ethoxycarbonylmethyl-amino]-propionic acid ethyl ester), C(C)(C)N(CC)C(C)C (diisopropylethylamine). The solvent is ClCCl (dichloromethane), ClCCl (dichloromethane). The reactants are O (water), S1C=CC2=C1C(NCCC2)=O (4,5,6,7-tetrahydro-8H-thieno[2,3-c]azepin-8-one), ClCC(=O)Cl (chloroacetyl chloride), [Cl-].[Al+3].[Cl-].[Cl-] (aluminum chloride). The solvent is ClCCl (dichloromethane). Reaction conditions: time 30 minute. Yields the product ClCC(=O)C1=CC2=C(C(NCCC2)=O)S1 (2-chloroacetyl-4,5,6,7-tetrahydro-8H-thieno[2,3-c]azepin-8-one). Yield: 68.6%. Reaction SMILES: [S:1]1[C:5]2[C:6](=[O:11])[NH:7][CH2:8][CH2:9][CH2:10][C:4]=2[CH:3]=[CH:2]1.[Cl:12][CH2:13][C:14](Cl)=[O:15].[Cl-].[Al+3].[Cl-].[Cl-].O>ClCCl>[Cl:12][CH2:13][C:14]([C:2]1[S:1][C:5]2[C:6](=[O:11])[NH:7][CH2:8][CH2:9][CH2:10][C:4]=2[CH:3]=1)=[O:15] |f:2.3.4.5|. Reported procedure: To a solution of 2 g of 4,5,6,7-tetrahydro-8H-thieno[2,3-c]azepin-8-one and 2 g of chloroacetyl chloride in 25 ml of dichloromethane was added 4.8 g of aluminum chloride. The mixture was stirred for 30 minutes, refluxed under heating for an hour and then poured into water. The precipitated crystals were collected by filtration and washed with isopropyl alcohol to give 2 g of 2-chloroacetyl-4,5,6,7-tetrahydro-8H-thieno[2,3-c]azepin-8-one, m.p. 221°-223° C. (decomposition). Reactants: C1N(C[C@@H]2[C@H]1CNC2)C(=O)OC(C)(C)C (tert-butyl cis-hexahydropyrrolo[3,4-c]pyrrole-2-carboxylate), C([O-])([O-])=O.[K+].[K+] (potassium carbonate), BrC1=NC=2N(C(N(C(C2N1CC=C(C)C)=O)CC(C1=CC=CC=C1)=O)=O)C (8-bromo-3-methyl-7-(3-methyl-but-2-enyl)-1-(2-oxo-2-phenyl-ethyl)-3,7-dihydro-purine-2,6-dione). Solvent: CN(C)C=O (DMF). Conditions: temperature 90 celsius, time 5 hour. Yields the product CN1C(N(C(C=2N(C(=NC12)N1C[C@@H]2[C@H](C1)CN(C2)C(=O)OC(C)(C)C)CC=C(C)C)=O)CC(C2=CC=CC=C2)=O)=O (tert-Butyl 5-[3-methyl-7-(3-methyl-but-2-enyl)-2,6-dioxo-1-(2-oxo-2-phenyl-ethyl)-2,3,6,7-tetrahydro-1H-purin-8-yl]-cis-hexahydro-pyrrolo[3,4-c]pyrrole-2-carboxylate). Reaction SMILES: Br[C:2]1[N:10]([CH2:11][CH:12]=[C:13]([CH3:15])[CH3:14])[C:9]2[C:8](=[O:16])[N:7]([CH2:17][C:18](=[O:25])[C:19]3[CH:24]=[CH:23][CH:22]=[CH:21][CH:20]=3)[C:6](=[O:26])[N:5]([CH3:27])[C:4]=2[N:3]=1.[CH2:28]1[C@@H:32]2[CH2:33][NH:34][CH2:35][C@@H:31]2[CH2:30][N:29]1[C:36]([O:38][C:39]([CH3:42])([CH3:41])[CH3:40])=[O:37].C(=O)([O-])[O-].[K+].[K+]>CN(C=O)C>[CH3:27][N:5]1[C:4]2[N:3]=[C:2]([N:34]3[CH2:33][C@@H:32]4[CH2:28][N:29]([C:36]([O:38][C:39]([CH3:42])([CH3:41])[CH3:40])=[O:37])[CH2:30][C@@H:31]4[CH2:35]3)[N:10]([CH2:11][CH:12]=[C:13]([CH3:15])[CH3:14])[C:9]=2[C:8](=[O:16])[N:7]([CH2:17][C:18](=[O:25])[C:19]2[CH:24]=[CH:23][CH:22]=[CH:21][CH:20]=2)[C:6]1=[O:26] |f:2.3.4|. Procedure: 52 mg of 8-bromo-3-methyl-7-(3-methyl-but-2-enyl)-1-(2-oxo-2-phenyl-ethyl)-3,7-dihydro-purine-2,6-dione were dissolved in 1 ml of DMF, and 56 mg of tert-butyl cis-hexahydropyrrolo[3,4-c]pyrrole-2-carboxylate and 36.5 mg of potassium carbonate were added. The mixture was stirred at 90° C. for 5 hours, cooled and evaporated in a vacuum. The oily residue was purified by column chromatography (silica gel: mobile phase: methylene chloride: methanol=98:2). Starting materials: Cl.O=C1OC2(CN1C1=CC=C(C(=O)OC)C=C1)CCNCC2 (methyl 4-(2-oxo-1-oxa-3,8-diazaspiro[4.5]dec-3-yl)benzoate hydrochloride salt), BrC=1C=C(C=O)C=C(C1)Cl (3-bromo-5-chlorobenzaldehyde). The product is BrC=1C=C(CN2CCC3(CN(C(O3)=O)C3=CC=C(C(=O)OC)C=C3)CC2)C=C(C1)Cl (methyl 4-[8-(3-bromo-5-chlorobenzyl)-2-oxo-1-oxa-3,8-diazaspiro[4.5]dec-3-yl]benzoate), oil. As a reaction SMILES: Cl.[O:2]=[C:3]1[N:7]([C:8]2[CH:17]=[CH:16][C:11]([C:12]([O:14][CH3:15])=[O:13])=[CH:10][CH:9]=2)[CH2:6][C:5]2([CH2:22][CH2:21][NH:20][CH2:19][CH2:18]2)[O:4]1.[Br:23][C:24]1[CH:25]=[C:26]([CH:29]=[C:30]([Cl:32])[CH:31]=1)[CH:27]=O>>[Br:23][C:24]1[CH:25]=[C:26]([CH:29]=[C:30]([Cl:32])[CH:31]=1)[CH2:27][N:20]1[CH2:21][CH2:22][C:5]2([O:4][C:3](=[O:2])[N:7]([C:8]3[CH:17]=[CH:16][C:11]([C:12]([O:14][CH3:15])=[O:13])=[CH:10][CH:9]=3)[CH2:6]2)[CH2:18][CH2:19]1 |f:0.1|. Reported procedure: The title compound was prepared from methyl 4-(2-oxo-1-oxa-3,8-diazaspiro[4.5]dec-3-yl)benzoate hydrochloride salt (50 mg, 0.153 mmol; Example 1, Step 2) and 3-bromo-5-chlorobenzaldehyde (43.7 mg, 0.199 mmol) following essentially the same procedure described in Step 1 of Example 7-6. The title compound was obtained as a yellow oil (76 mg) that was used without any further purification. Reactants: F[B-](F)(F)F, Brc1nccs1, C[O+](C)C, ClCCl. Yields the product F[B-](F)(F)F, C[n+]1ccsc1Br. RXN SMILES: [B-:7]([F:8])([F:9])([F:10])[F:11].[Br:1][c:2]1[s:3][cH:4][cH:5][n:6]1.[CH3:12][O+:13]([CH3:14])[CH3:15].[Cl:16][CH2:17][Cl:18]>>[B-:7]([F:8])([F:9])([F:10])[F:11].[Br:1][c:2]1[s:3][cH:4][cH:5][n+:6]1[CH3:12]. Starting materials: CN1CCCC1=O, Nc1cc(S(=O)(=O)N2CCCc3ccccc32)ccc1Cl, CCOC(=O)c1cncnc1Cl, Cl, [H-], [Na+]. Product: CCOC(=O)c1cncnc1Nc1cc(S(=O)(=O)N2CCCc3ccccc32)ccc1Cl. Reaction SMILES: [CH3:37][N:38]1[CH2:39][CH2:40][CH2:41][C:42]1=[O:43].[Cl:13][c:14]1[c:15]([NH2:16])[cH:17][c:18]([S:21](=[O:22])(=[O:23])[N:24]2[CH2:25][CH2:26][CH2:27][c:28]3[cH:29][cH:30][cH:31][cH:32][c:33]32)[cH:19][cH:20]1.[Cl:1][c:2]1[n:3][cH:4][n:5][cH:6][c:7]1[C:8](=[O:9])[O:10][CH2:11][CH3:12].[ClH:36].[H-:34].[Na+:35]>>[c:2]1([NH:16][c:15]2[c:14]([Cl:13])[cH:20][cH:19][c:18]([S:21](=[O:22])(=[O:23])[N:24]3[CH2:25][CH2:26][CH2:27][c:28]4[cH:29][cH:30][cH:31][cH:32][c:33]43)[cH:17]2)[n:3][cH:4][n:5][cH:6][c:7]1[C:8](=[O:9])[O:10][CH2:11][CH3:12]. As a reaction SMILES: [N+:1]([C:4]1[CH:17]=[CH:16][C:7]([CH2:8][CH:9]2[CH2:15][CH2:14][CH2:13][CH2:12][CH2:11][NH:10]2)=[CH:6][CH:5]=1)([O-])=O>C(O)C.[Pt].[H][H]>[NH2:1][C:4]1[CH:17]=[CH:16][C:7]([CH2:8][CH:9]2[CH2:15][CH2:14][CH2:13][CH2:12][CH2:11][NH:10]2)=[CH:6][CH:5]=1 |f:2.3|. Run in C(C)O (ethyl alcohol). Procedure: Hydrogenate 12 g of the title compound of Example 16 in 300 ml of ethyl alcohol with platinum/hydrogen. After the absorption of hydrogen has ceased, filter off the catalyst and concentrate the filtrate to obtain 10.5 g (100% of theory) of the title compound as a dark brown viscous oil. Reagents/catalysts: [Pt].[H][H] (platinum hydrogen). Starting materials: [N+](=O)([O-])C1=CC=C(CC2NCCCCC2)C=C1 (2-(4-nitrobenzyl)perhydroazepine). Yields the product NC1=CC=C(CC2NCCCCC2)C=C1 (2-(4-aminobenzyl)perhydroazepine).